From a dataset of the Open Reaction Database (ORD), a public repository of structured organic reaction records. describe an organic reaction: reactants, conditions, products, and yield The reactants are CC(C)(C)OC(=O)N1CCC(c2c3c(nn2CC(F)(F)F)CCCC3)CC1, ClCCl, O=C(O)C(F)(F)F. Yields the product FC(F)(F)Cn1nc2c(c1C1CCNCC1)CCCC2. Reaction SMILES: [C:1]([O:2][C:3](=[O:4])[N:8]1[CH2:9][CH2:10][CH:11]([c:14]2[n:15]([CH2:23][C:24]([F:25])([F:26])[F:27])[n:16][c:17]3[c:22]2[CH2:21][CH2:20][CH2:19][CH2:18]3)[CH2:12][CH2:13]1)([CH3:5])([CH3:6])[CH3:7].[Cl:35][CH2:36][Cl:37].[OH:28][C:29]([C:30]([F:31])([F:32])[F:33])=[O:34]>>[NH:8]1[CH2:9][CH2:10][CH:11]([c:14]2[n:15]([CH2:23][C:24]([F:25])([F:26])[F:27])[n:16][c:17]3[c:22]2[CH2:21][CH2:20][CH2:19][CH2:18]3)[CH2:12][CH2:13]1. The product is O([C@H]1[C@H](O)[C@@H](O)[C@@H](O1)[C@H](O)C(=O)O)CC (ethyl β-D-galactofuranoside uronic acid). The solvent is O (water). As a reaction SMILES: [O:1]([CH2:14][CH3:15])[C@@H:2]1[O:8][C@@H:7]([C@@H:9]([C:11]([O-:13])=[O:12])[OH:10])[C@H:5]([OH:6])[C@H:3]1[OH:4].[Na+]>O>[O:1]([CH2:14][CH3:15])[C@@H:2]1[O:8][C@@H:7]([C@@H:9]([C:11]([OH:13])=[O:12])[OH:10])[C@H:5]([OH:6])[C@H:3]1[OH:4] |f:0.1|. Starting materials: O([C@H]1[C@H](O)[C@@H](O)[C@@H](O1)[C@H](O)C(=O)[O-])CC.[Na+] (sodium ethyl β-D-galactofuranoside uronate). Procedure details: 50 g (0.2 mole) of sodium ethyl β-D-galactofuranoside uronate prepared according to Example No. 10 are solubilized in water (10% solution). Starting materials: {Pd[P(C2F5)2O]2H}2(μ-Cl)2, C(C=C)(=O)OCCCC (butyl acrylate), C(=O)([O-])[O-].[K+].[K+] (K2CO3), BrC1=CC=CC=C1 (bromobenzene), O (water). Solvent: CN(C=O)C (dimethylformamide). Run at time 5 minute. Product: C1(=CC=CC=C1)/C=C/C(=O)OCCCC (butyl (E)-3-(phenyl)acrylate). The yield is 63.6%. RXN SMILES: [C:1]([O:5][CH2:6][CH2:7][CH2:8][CH3:9])(=[O:4])[CH:2]=[CH2:3].C([O-])([O-])=O.[K+].[K+].Br[C:17]1[CH:22]=[CH:21][CH:20]=[CH:19][CH:18]=1.O>CN(C)C=O>[C:17]1(/[CH:3]=[CH:2]/[C:1]([O:5][CH2:6][CH2:7][CH2:8][CH3:9])=[O:4])[CH:22]=[CH:21][CH:20]=[CH:19][CH:18]=1 |f:1.2.3|. Procedure details: 0.38 g (2.9 mmol) of butyl acrylate and 0.30 g (2.2 mmol) of K2CO3 are added to a solution of 0.32 g (2.0 mmol) of bromobenzene in 20 ml of dimethylformamide. After the mixture has been stirred at room temperature for 5 minutes, 0.08 g (0.05 mmol) of [{Pd[P(C2F5)2O]2H}2(μ-Cl)2], prepared in accordance with Example 13, is added, and the reaction mixture is heated under reflux for 20 hours. After cooling and addition of 100 ml of water, the reaction mixture is extracted with 100 ml of diethyl ethe... The reactants are CCO, Cc1ccc(S(=O)(=O)OCCC2Cc3cc(F)ccc3OC2(C)C)cc1, [N-]=[N+]=[N-], [Na+], O. The product is CC1(C)Oc2ccc(F)cc2CC1CCN=[N+]=[N-]. Reaction SMILES: [CH3:32][CH2:33][OH:34].[CH3:5][C:6]1([CH3:30])[O:7][c:8]2[cH:9][cH:10][c:11]([F:29])[cH:12][c:13]2[CH2:14][CH:15]1[CH2:16][CH2:17][O:18][S:19]([c:20]1[cH:21][cH:22][c:23]([CH3:24])[cH:25][cH:26]1)(=[O:27])=[O:28].[N-:2]=[N+:3]=[N-:4].[Na+:1].[OH2:31]>>[N:2](=[N+:3]=[N-:4])[CH2:17][CH2:16][CH:15]1[C:6]([CH3:5])([CH3:30])[O:7][c:8]2[cH:9][cH:10][c:11]([F:29])[cH:12][c:13]2[CH2:14]1. Starting materials: CC(CO)CCCCCCCCCCC (2-methyl-1-tridecanol), C(C)C(CO)CCCCCCCCCC (2-ethyl-1-dodecanol). Yields the product C(CCC)C(CO)CCCCCC (2-butyl-1-octanol). Reaction SMILES: CC([CH2:5][CH2:6][CH2:7][CH2:8][CH2:9][CH2:10][CH2:11][CH2:12][CH2:13][CH2:14][CH3:15])CO.C(C(CCCCCCCCCC)[CH2:19][OH:20])C>>[CH2:12]([CH:11]([CH2:10][CH2:9][CH2:8][CH2:7][CH2:6][CH3:5])[CH2:19][OH:20])[CH2:13][CH2:14][CH3:15]. Reported procedure: 2-methyl-1-tridecanol; 2-ethyl-1-dodecanol; Starting materials: ClC1=NN2C(=NC3=C2CCCC3)C=C1 (2-chloro-6,7,8,9-tetrahydropyridazino[1,6-a]benzimidazole), N1CCCC1 (pyrrolidine). Run in ice water. Product: N1(CCCC1)C1=NN2C(=NC3=C2CCCC3)C=C1 (2-(1-pyrrolidinyl)-6,7,8,9-tetrahydropyridazino[1,6-a]benzimidazole). RXN SMILES: Cl[C:2]1[CH:14]=[CH:13][C:5]2=[N:6][C:7]3[CH2:12][CH2:11][CH2:10][CH2:9][C:8]=3[N:4]2[N:3]=1.[NH:15]1[CH2:19][CH2:18][CH2:17][CH2:16]1>>[N:15]1([C:2]2[CH:14]=[CH:13][C:5]3=[N:6][C:7]4[CH2:12][CH2:11][CH2:10][CH2:9][C:8]=4[N:4]3[N:3]=2)[CH2:19][CH2:18][CH2:17][CH2:16]1. Procedure details: A mixture was prepared from 5.0 g of 2-chloro-6,7,8,9-tetrahydropyridazino[1,6-a]benzimidazole and 30 ml of pyrrolidine and this was stirred and heated at reflux for 18 hours. The reaction mixture was then poured into 200 ml of ice water. A solid formed and this was separated by filtration and recrystallized from a mixture of ethanol and water to give 2-(1-pyrrolidinyl)-6,7,8,9-tetrahydropyridazino[1,6-a]benzimidazole melting at about 161° C. This compound has the following structure formula ##S... The reactants are NC1=C(C=C(C=N1)C1=CC=C(C(=O)O)C=C1)C=1OC2=NC=CC=C2N1 (4-(6-amino-5-oxazolo[5,4-b]pyridin-2-yl-3-pyridyl)benzoic acid), 2-(1H-benzo[d][1,2,3]triazol-1-yl)-1,1,3,3-tetramethylisouronium tetrafluoroborate, CN1CCOCC1 (4-methylmorpholine), CN1CCCC1=O (NMP). Run at time 15 hour. The product is NC1=C(C=C(C=N1)C1=CC=C(C(=O)NCCN(C)C)C=C1)C=1OC2=NC=CC=C2N1 (4-(6-amino-5-(oxazolo[5,4-b]pyridin-2-yl)pyridin-3-yl)-N-(2-(dimethylamino)ethyl)benzamide). RXN SMILES: [NH2:1][C:2]1[N:7]=[CH:6][C:5]([C:8]2[CH:16]=[CH:15][C:11]([C:12]([OH:14])=O)=[CH:10][CH:9]=2)=[CH:4][C:3]=1[C:17]1[O:18][C:19]2[C:24]([N:25]=1)=[CH:23][CH:22]=[CH:21][N:20]=2.[CH3:26][N:27]1[CH2:32]CO[CH2:29][CH2:28]1.C[N:34]1C(=O)CCC1>>[NH2:1][C:2]1[N:7]=[CH:6][C:5]([C:8]2[CH:9]=[CH:10][C:11]([C:12]([NH:34][CH2:29][CH2:28][N:27]([CH3:32])[CH3:26])=[O:14])=[CH:15][CH:16]=2)=[CH:4][C:3]=1[C:17]1[O:18][C:19]2[C:24]([N:25]=1)=[CH:23][CH:22]=[CH:21][N:20]=2. Reported procedure: A mixture of 4-(6-amino-5-oxazolo[5,4-b]pyridin-2-yl-3-pyridyl)benzoic acid (100 mg) N,N-dimethylethane-1,2-diamine (0.036 ml), 2-(1H-benzo[d][1,2,3]triazol-1-yl)-1,1,3,3-tetramethylisouronium tetrafluoroborate (145 mg) and 4-methylmorpholine (0.066 ml) in NMP (1 ml) was stirred at room temperature for 15 hours. The reaction mixture was purified by preparative HPLC using a Waters X-Bridge reverse-phase column (5 microns silica, 30 mm diameter, 150 mm length) and decreasingly polar mixtures of wa...